From a dataset of the Open Reaction Database (ORD), a public repository of structured organic reaction records. describe an organic reaction: reactants, conditions, products, and yield Starting materials: O=C1CCC(C(=O)NC(Cc2c[nH]cn2)C(=O)NC(Cc2c[nH]c3ccccc23)C(=O)OCc2ccccc2)N1, CC(=O)O, [H][H]. Product: O=C1CCC(C(=O)NC(Cc2c[nH]cn2)C(=O)NC(Cc2c[nH]c3ccccc23)C(=O)O)N1. RXN SMILES: [CH2:1]([c:2]1[cH:3][cH:4][cH:5][cH:6][cH:7]1)[O:8][C:9]([CH:10]([NH:11][C:12]([CH:13]([NH:14][C:15]([CH:16]1[NH:17][C:18](=[O:21])[CH2:19][CH2:20]1)=[O:22])[CH2:23][c:24]1[cH:25][nH:26][cH:27][n:28]1)=[O:29])[CH2:30][c:31]1[cH:32][nH:33][c:34]2[cH:35][cH:36][cH:37][cH:38][c:39]12)=[O:40].[CH3:43][C:44](=[O:45])[OH:46].[H:41][H:42]>>[O:8]=[C:9]([CH:10]([NH:11][C:12]([CH:13]([NH:14][C:15]([CH:16]1[NH:17][C:18](=[O:21])[CH2:19][CH2:20]1)=[O:22])[CH2:23][c:24]1[cH:25][nH:26][cH:27][n:28]1)=[O:29])[CH2:30][c:31]1[cH:32][nH:33][c:34]2[cH:35][cH:36][cH:37][cH:38][c:39]12)[OH:40]. Starting materials: Intermediate 2, C1(CC1)COC1=C(C=CC=C1OC)/C=C/C=1N=C2N(C(C1)=O)C(=CS2)C (7-{(E)-2-[2-(Cyclopropylmethoxy)-3-methoxyphenyl]vinyl}-3-methyl-5H-[1,3]-thiazolo[3,2-a]pyrimidin-5-one), intermediate, IN1C(CCC1=O)=O (N-iodosuccinimide). Reported procedure: To a solution of Step 3 intermediate (700 mg, 1.810 mmol) in acetonitrile (10 ml) was added N-iodosuccinimide (641 mg, 2.841 mmol) and reacted according to the procedure described in Step 4, Intermediate 2 to afford 600 mg of the desired compound; 1H NMR (300 MHz, CDCl3) δ 0.32-0.35 (m, 2H), 0.52-0.58 (m, 2H), 1.18-1.22 (m, 1H), 2.64 (s, 3H), 3.76-3.78 (m, 2H), 7.01-7.14 (m, 3H), 7.25-7.28 (m, 1H), 7.49 (d, J=15.6 Hz, 1H), 8.10-8.16 (d, J=15.9 Hz, 1H); ESI-MS (m/z) 494.99 (M+H)+. Yields the product C1(CC1)COC1=C(C=CC=C1OC)/C=C/C=1N=C2N(C(C1I)=O)C(=CS2)C (7-{(E)-2-[2-(Cyclopropylmethoxy)-3-methoxyphenyl]vinyl}-6-iodo-3-methyl-5H-[1,3]thiazolo[3,2-a]pyrimidin-5-one). Run in C(C)#N (acetonitrile). RXN SMILES: [CH:1]1([CH2:4][O:5][C:6]2[C:11]([O:12][CH3:13])=[CH:10][CH:9]=[CH:8][C:7]=2/[CH:14]=[CH:15]/[C:16]2[N:17]=[C:18]3[S:25][CH:24]=[C:23]([CH3:26])[N:19]3[C:20](=[O:22])[CH:21]=2)[CH2:3][CH2:2]1.[I:27]N1C(=O)CCC1=O>C(#N)C>[CH:1]1([CH2:4][O:5][C:6]2[C:11]([O:12][CH3:13])=[CH:10][CH:9]=[CH:8][C:7]=2/[CH:14]=[CH:15]/[C:16]2[N:17]=[C:18]3[S:25][CH:24]=[C:23]([CH3:26])[N:19]3[C:20](=[O:22])[C:21]=2[I:27])[CH2:3][CH2:2]1.